From a dataset of the Open Reaction Database (ORD), a public repository of structured organic reaction records. describe an organic reaction: reactants, conditions, products, and yield Starting materials: CC(=O)OO, CC(=O)O, Cc1c(Sc2ccc(=O)[nH]n2)oc2ccc(Cl)cc12. Yields the product Cc1c(S(=O)c2ccc(=O)[nH]n2)oc2ccc(Cl)cc12. Reaction SMILES: [C:20]([O:21][OH:23])(=[O:22])[CH3:24].[CH3:25][C:26](=[O:27])[OH:28].[Cl:1][c:2]1[cH:3][cH:4][c:5]2[c:6]([c:7]([CH3:18])[c:8]([S:10][c:11]3[cH:12][cH:13][c:14](=[O:17])[nH:15][n:16]3)[o:9]2)[cH:19]1>>[Cl:1][c:2]1[cH:3][cH:4][c:5]2[c:6]([c:7]([CH3:18])[c:8]([S:10]([c:11]3[cH:12][cH:13][c:14](=[O:17])[nH:15][n:16]3)=[O:22])[o:9]2)[cH:19]1. Starting materials: N,N'-Carbonyldiimidazole, ClC1=CC(C(=O)O)=NC2=CC=C(C=C12)OC (4-chloro-6-methoxyquinaldic acid), NC1=NN=NN1 (5-Aminotetrazole). Solvent: CN(C=O)C (dimethylformamide). Reaction conditions: time 16 hour. Yields the product ClC1=CC(C(=O)NC2=NN=NN2)=NC2=CC=C(C=C12)OC (4-Chloro-6-methoxy-N(1H-tetrazol-5-yl)quinaldamide). As a reaction SMILES: [Cl:1][C:2]1[C:14]2[C:9](=[CH:10][CH:11]=[C:12]([O:15][CH3:16])[CH:13]=2)[N:8]=[C:4]([C:5](O)=[O:6])[CH:3]=1.[NH2:17][C:18]1[NH:22][N:21]=[N:20][N:19]=1>CN(C)C=O>[Cl:1][C:2]1[C:14]2[C:9](=[CH:10][CH:11]=[C:12]([O:15][CH3:16])[CH:13]=2)[N:8]=[C:4]([C:5]([NH:17][C:18]2[NH:22][N:21]=[N:20][N:19]=2)=[O:6])[CH:3]=1. Reported procedure: N,N'-Carbonyldiimidazole (13.3 g) and 4-chloro-6-methoxyquinaldic acid (19.5 g) in dimethylformamide (100 ml) were stirred at room temperature for 2 hours. 5-Aminotetrazole was added and the mixture was stirred for 16 hours at room temperature. The solution was concentrated to 50 ml. and cooled. The solid was collected and dissolved in a warm mixture of dimethylformamide (50 ml) and dimethylaminoethanol (10 ml). The solid which crystallised was dissolved in water and the solution was acidified t... Starting materials: ClC1=CC=CC2=C1C(N(CC=1N2C=NC1C=1OC=C(N1)CN(C(C)C)C(C)C)C)=O (7-chloro-3-(4-diisopropylaminomethyl-oxazol-2-yl)-5-methyl-5,6-dihydro-4H-imidazo[1,5-a][1,4]benzodiazepin-6-one), Cl (hydrochloric acid). The solvent is C(C)O (ethanol). Product: Cl.ClC1=CC=CC2=C1C(N(CC=1N2C=NC1C=1OC=C(N1)CN(C(C)C)C(C)C)C)=O (7-chloro-3-(4-diisopropylaminomethyl-oxazol-2-yl)-5-methyl-5,6-dihydro-4H-imidazo[1,5-a][1,4]benzodiazepin-6-one hydrochloride). The yield is 187.2%. RXN SMILES: [Cl:1][C:2]1[C:7]2[C:8](=[O:30])[N:9]([CH3:29])[CH2:10][C:11]3[N:12]([CH:13]=[N:14][C:15]=3[C:16]3[O:17][CH:18]=[C:19]([CH2:21][N:22]([CH:26]([CH3:28])[CH3:27])[CH:23]([CH3:25])[CH3:24])[N:20]=3)[C:6]=2[CH:5]=[CH:4][CH:3]=1.Cl>C(O)C>[ClH:1].[Cl:1][C:2]1[C:7]2[C:8](=[O:30])[N:9]([CH3:29])[CH2:10][C:11]3[N:12]([CH:13]=[N:14][C:15]=3[C:16]3[O:17][CH:18]=[C:19]([CH2:21][N:22]([CH:26]([CH3:28])[CH3:27])[CH:23]([CH3:24])[CH3:25])[N:20]=3)[C:6]=2[CH:5]=[CH:4][CH:3]=1 |f:3.4|. Procedure: 0.10 g (0.00023 mol) of 7-chloro-3-(4-diisopropylaminomethyl-oxazol-2-yl)-5-methyl-5,6-dihydro-4H-imidazo[1,5-a][1,4]benzodiazepin-6-one was dissolved in 10 ml of ethanol and treated with 0.063 ml (0.00023 mol) of 3.7N ethanolic hydrochloric acid. The solution was completely freed from the solvents and recrystallized from ethanol/diethyl ether. There was obtained 0.10 g (92%) of 7-chloro-3-(4-diisopropylaminomethyl-oxazol-2-yl)-5-methyl-5,6-dihydro-4H-imidazo[1,5-a][1,4]benzodiazepin-6-one hydro...